This data is from the Open Reaction Database (ORD), a public repository of structured organic reaction records. The task is: describe an organic reaction: reactants, conditions, products, and yield Starting materials: C(C)(C)(C)OC(=O)NC(C(=O)OC(C)C)COS(=O)(=O)C (Isopropyl 2-(tert-butoxycarbonylamino)-3-(methylsulfonyloxy)propanoate), TEA, FC1=C(C=C(C=C1F)F)CC(C)=O (1-(2,3,5-Trifluorophenyl)propan-2-one), C(=O)([O-])[O-].[Cs+].[Cs+] (Cs2CO3). Solvent: C1CCOC1 (THF), CCOC(=O)C (EtOAc), CS(=O)C (DMSO), CS(=O)C (DMSO). Conditions: time 30 hour. Yields the product C(C)(C)(C)OC(=O)NC(C(=O)OC(C)C)CC(C(C)=O)C1=C(C(=CC(=C1)F)F)F (Isopropyl 2-((tert-butoxycarbonyl)amino)-5-oxo-4-(2,3,5-trifluorophenyl)hexanoate). Yield: 59.7%. RXN SMILES: [C:1]([O:5][C:6]([NH:8][CH:9]([CH2:16]OS(C)(=O)=O)[C:10]([O:12][CH:13]([CH3:15])[CH3:14])=[O:11])=[O:7])([CH3:4])([CH3:3])[CH3:2].[F:22][C:23]1[C:28]([F:29])=[CH:27][C:26]([F:30])=[CH:25][C:24]=1[CH2:31][C:32](=[O:34])[CH3:33].C([O-])([O-])=O.[Cs+].[Cs+]>C1COCC1.CS(C)=O.CCOC(C)=O>[C:1]([O:5][C:6]([NH:8][CH:9]([CH2:16][CH:31]([C:24]1[CH:25]=[C:26]([F:30])[CH:27]=[C:28]([F:29])[C:23]=1[F:22])[C:32](=[O:34])[CH3:33])[C:10]([O:12][CH:13]([CH3:14])[CH3:15])=[O:11])=[O:7])([CH3:2])([CH3:3])[CH3:4] |f:2.3.4|. Procedure details: To a solution of 2 (10.98 g, 33.7 mmol) in THF (50 mL) was added TEA (4.8 g, 47.4 mmol) in portions at 15-20° C. The mixture was stirred for 30 h. After the reaction was complete, the solution was concentrated to give crude 7. To a solution of 44 (6.3 g, 33.7 mmol) and Cs2CO3 (5.0 g, 15.3 mmol) in DMSO (35 mL) was added slowly crude 7 in DMSO (35 mL) over 30 min at 15-20° C. The mixture was stirred for 1 h. After the reaction was complete, the mixture was partitioned with water and MTBE (50 mL) ... The reactants are CCCCCCn1c(C)cc(C)c(C#N)c1=O, [Na+], [OH-], O, O=S(=O)(O)O. Product: CCCCCCn1c(C)cc(C)c(C(=O)O)c1=O. RXN SMILES: [CH2:1]([CH2:2][CH2:3][CH2:4][CH2:5][CH3:6])[n:7]1[c:8](=[O:17])[c:9]([C:15]#[N:16])[c:10]([CH3:14])[cH:11][c:12]1[CH3:13].[Na+:24].[OH-:23].[OH2:25].[S:18]([OH:19])(=[O:20])(=[O:21])[OH:22]>>[CH2:1]([CH2:2][CH2:3][CH2:4][CH2:5][CH3:6])[n:7]1[c:8](=[O:17])[c:9]([C:15]([OH:19])=[O:23])[c:10]([CH3:14])[cH:11][c:12]1[CH3:13]. Starting materials: [Li]C (MeLi), CCOCC (Et2O), C(C)(C)(C)OC(=O)N1C(COC[C@H]1CC1=CC(=CC=C1)N1N=CC=N1)=O ((R)-3-oxo-5-(3-[1,2,3]triazol-2-yl-benzyl)-morpholine-4-carboxylic acid tert-butyl ester). Solvent: C1CCOC1 (THF). The product is C(C)(C)(C)OC(N[C@@H](COCC(C)=O)CC1=CC(=CC=C1)N1N=CC=N1)=O ([(R)-2-(2-Oxo-propoxy)-1-(3-[1,2,3]triazol-2-yl-benzyl)-ethyl]-carbamic acid tert-butyl ester). As a reaction SMILES: [Li]C.[CH3:3]COCC.[C:8]([O:12][C:13]([N:15]1[C@H:20]([CH2:21][C:22]2[CH:27]=[CH:26][CH:25]=[C:24]([N:28]3[N:32]=[CH:31][CH:30]=[N:29]3)[CH:23]=2)[CH2:19][O:18][CH2:17][C:16]1=[O:33])=[O:14])([CH3:11])([CH3:10])[CH3:9]>C1COCC1>[C:8]([O:12][C:13](=[O:14])[NH:15][C@H:20]([CH2:21][C:22]1[CH:27]=[CH:26][CH:25]=[C:24]([N:28]2[N:29]=[CH:30][CH:31]=[N:32]2)[CH:23]=1)[CH2:19][O:18][CH2:17][C:16](=[O:33])[CH3:3])([CH3:9])([CH3:10])[CH3:11]. Procedure: MeLi 1.6 M in Et2O (3.6 mL, 5.82 mmol) was added dropwise to a −78° C. solution of (R)-3-oxo-5-(3-[1,2,3]triazol-2-yl-benzyl)-morpholine-4-carboxylic acid tert-butyl ester I-5 (1.49 g, 4.16 mmol) in THF (15 mL) and the resulting mixture was stirred at −78° C. for 3 h. The reaction mixture was quenched with sat. aq. NH4Cl, warmed to RT and the solvent was removed in vacuo. The remaining aqueous layer was extracted with EtOAc (3×) and the combined organic extracts were washed with brine, dried ove... Reactants: CC1CCCO1, O=C(Cl)Oc1ccc([N+](=O)[O-])cc1, Cl, O, CC(O)c1ccccc1, c1ccncc1. The product is CC(OC(=O)Oc1ccc([N+](=O)[O-])cc1)c1ccccc1. As a reaction SMILES: [CH3:16][CH:17]1[CH2:18][CH2:19][CH2:20][O:21]1.[Cl:22][C:23](=[O:24])[O:25][c:26]1[cH:27][cH:28][c:29]([N+:32](=[O:33])[O-:34])[cH:30][cH:31]1.[ClH:35].[OH2:36].[c:1]1([CH:7]([CH3:8])[OH:9])[cH:2][cH:3][cH:4][cH:5][cH:6]1.[cH:10]1[cH:11][cH:12][n:13][cH:14][cH:15]1>>[c:1]1([CH:7]([CH3:8])[O:9][C:23](=[O:24])[O:25][c:26]2[cH:27][cH:28][c:29]([N+:32](=[O:33])[O-:34])[cH:30][cH:31]2)[cH:2][cH:3][cH:4][cH:5][cH:6]1. The reactants are C(C)(C)(C)C1=CC=C(C=O)C=C1 (p-tert.-butylbenzaldehyde), C(C)(=O)OCC1=CC=C(C=C1)C(C)(C)C (p-tert.-butylbenzyl acetate). Product: C(C)(C)(C)C1=CC=C(C=C1)C (p-tert.-butyltoluene). Yield: 12.0%. As a reaction SMILES: [C:1]([C:5]1[CH:12]=[CH:11][C:8]([CH:9]=O)=[CH:7][CH:6]=1)([CH3:4])([CH3:3])[CH3:2].C(OCC1C=CC(C(C)(C)C)=CC=1)(=O)C>>[C:1]([C:5]1[CH:6]=[CH:7][C:8]([CH3:9])=[CH:11][CH:12]=1)([CH3:4])([CH3:3])[CH3:2]. Reported procedure: If the material discharged from the electrolysis is worked up similarly to Example 1, 120.3 g of p-tert.-butylbenzaldehyde and 144.1 g of p-tert.-butylbenzyl acetate are obtained in addition to 13.2 g of unconverted p-tert.-butyltoluene. This corresponds to a yield of 75.5% and a current efficiency of 51.4%. Reaction SMILES: [C:1]([CH3:2])([CH3:3])([CH3:4])[c:5]1[cH:6][cH:7][c:8]([S:11](=[O:12])(=[O:13])[N:14]([c:15]2[cH:16][cH:17][c:18]([CH3:21])[cH:19][cH:20]2)[CH2:22][C:23](=[O:24])[OH:25])[cH:9][cH:10]1.[CH2:26]([CH3:27])[NH:28][CH2:29][c:30]1[s:31][cH:32][cH:33][n:34]1>>[C:1]([CH3:2])([CH3:3])([CH3:4])[c:5]1[cH:6][cH:7][c:8]([S:11](=[O:12])(=[O:13])[N:14]([c:15]2[cH:16][cH:17][c:18]([CH3:21])[cH:19][cH:20]2)[CH2:22][C:23](=[O:25])[N:28]([CH2:26][CH3:27])[CH2:29][c:30]2[s:31][cH:32][cH:33][n:34]2)[cH:9][cH:10]1. Product: CCN(Cc1nccs1)C(=O)CN(c1ccc(C)cc1)S(=O)(=O)c1ccc(C(C)(C)C)cc1. Reactants: Cc1ccc(N(CC(=O)O)S(=O)(=O)c2ccc(C(C)(C)C)cc2)cc1, CCNCc1nccs1. Starting materials: OC1=CC=C(C=O)C=C1 (4-hydroxybenzaldehyde), C([O-])([O-])=O.[K+].[K+] (potassium carbonate), CN(C=O)C (N,N-dimethylformamide), BrC1CC1 (bromocyclopropane). Reagents/catalysts: [I-].[K+] (potassium iodide). Solvent: O (water). Reaction conditions: temperature 200 celsius, time 3 hour. Product: C1(CC1)OC1=CC=C(C=O)C=C1 (4-(Cyclopropoxy)benzaldehyde). As a reaction SMILES: [OH:1][C:2]1[CH:9]=[CH:8][C:5]([CH:6]=[O:7])=[CH:4][CH:3]=1.C(=O)([O-])[O-].[K+].[K+].CN(C)C=O.Br[CH:22]1[CH2:24][CH2:23]1>[I-].[K+].O>[CH:22]1([O:1][C:2]2[CH:9]=[CH:8][C:5]([CH:6]=[O:7])=[CH:4][CH:3]=2)[CH2:24][CH2:23]1 |f:1.2.3,6.7|. Reported procedure: To a mixture of 4-hydroxybenzaldehyde (1.20 g), potassium carbonate (2.04 g), potassium iodide (49.0 mg) and N,N-dimethylformamide (9.80 mL), bromocyclopropane (1.02 mL) was added and the mixture was stirred at 200° C. for 3 hours under irradiation with microwaves. After being cooled to room temperature, the reaction mixture was poured into water and extracted with diethyl ether three times. The combined organic layers were washed with saturated brine and thereafter passed through a phase separa...